From a dataset of the Open Reaction Database (ORD), a public repository of structured organic reaction records. describe an organic reaction: reactants, conditions, products, and yield Reactants: [Br-], CC(C)(C)c1nc2c([nH]1)CCCCC2=O, Cc1ccccc1, CCCC[N+](CCCC)(CCCC)CCCC, [Cl-], Clc1ccc(CBr)cc1, [NH4+], [Na+], [OH-]. The product is CC(C)(C)c1nc2c(n1Cc1ccc(Cl)cc1)C(=O)CCCC2. RXN SMILES: [Br-:34].[CH3:1][C:2]([CH3:3])([CH3:4])[c:5]1[n:6][c:7]2[c:8]([nH:9]1)[CH2:10][CH2:11][CH2:12][CH2:13][C:14]2=[O:15].[CH3:25][c:26]1[cH:27][cH:28][cH:29][cH:30][cH:31]1.[CH3:35][CH2:36][CH2:37][CH2:38][N+:39]([CH2:40][CH2:41][CH2:42][CH3:43])([CH2:44][CH2:45][CH2:46][CH3:47])[CH2:48][CH2:49][CH2:50][CH3:51].[Cl-:32].[Cl:16][c:17]1[cH:18][cH:19][c:20]([CH2:21][Br:22])[cH:23][cH:24]1.[NH4+:33].[Na+:53].[OH-:52]>>[CH3:1][C:2]([CH3:3])([CH3:4])[c:5]1[n:6]([CH2:21][c:20]2[cH:19][cH:18][c:17]([Cl:16])[cH:24][cH:23]2)[c:7]2[c:8]([n:9]1)[CH2:10][CH2:11][CH2:12][CH2:13][C:14]2=[O:15].